From a dataset of the Open Reaction Database (ORD), a public repository of structured organic reaction records. describe an organic reaction: reactants, conditions, products, and yield Yield: 52.5%. Product: FC(C1=NC(=C(C(=C1C(=O)OC)CC(C)C)C(\C=C/O)=O)C(F)(F)F)F (methyl (Z)-2-(difluoromethyl)-5-(3-hydroxy-1-oxo-2-propenyl)-4-(2-methylpropyl)-6-(trifluoromethyl)-3-pyridinecarboxylate). Reaction SMILES: [C:1]([C:4]1[C:5]([CH2:21][CH:22]([CH3:24])[CH3:23])=[C:6]([C:17]([O:19][CH3:20])=[O:18])[C:7]([CH:14]([F:16])[F:15])=[N:8][C:9]=1[C:10]([F:13])([F:12])[F:11])(=[O:3])[CH3:2].[CH:25](OC)=[O:26].C[O-].[Na+].Cl>CCOCC.CO.O.CC(C)=O.N1C=CC=CC=1>[F:15][CH:14]([F:16])[C:7]1[C:6]([C:17]([O:19][CH3:20])=[O:18])=[C:5]([CH2:21][CH:22]([CH3:24])[CH3:23])[C:4]([C:1](=[O:3])/[CH:2]=[CH:25]\[OH:26])=[C:9]([C:10]([F:12])([F:13])[F:11])[N:8]=1 |f:2.3,8.9|. Procedure details: This example illustrates the preparation of Compound Numbers 23 and 24, an example of the acylation of a pyridine methyl ketone, followed by further derivation to compounds of the present invention. To methyl 5-acetyl-2-(difluoromethyl)-4-(2-methylpropyl)-6-(trifluoromethyl)-3-pyridinecarboxylate (Compound No. 4, prepared as in Example A) (10.8 g, 30 mmol) in anhydrous ether (100 mL) were added methyl formate (3 g) and 25% sodium methoxide in methanol (10 g) (Aldrich), and the resulting mixture ... Reactants: Cl (HCl), C(C)(=O)C=1C(=C(C(=NC1C(F)(F)F)C(F)F)C(=O)OC)CC(C)C (methyl 5-acetyl-2-(difluoromethyl)-4-(2-methylpropyl)-6-(trifluoromethyl)-3-pyridinecarboxylate), C(=O)OC (methyl formate), C[O-].[Na+] (sodium methoxide). Conditions: time 8 hour. The solvent is CC(=O)C.N1=CC=CC=C1 (pyridine methyl ketone), CCOCC (ether), CO (methanol), O (water). The reactants are N1N=CN=C1 (1,2,4-triazole), ClC=1N=C(C2=C(N1)SC(=C2)C(F)(F)F)NCC2=CC=C(C=C2)F (2-chloro-6-trifluoromethyl-4-(4-fluorobenzylamino)-thieno-[2,3-d]-pyrimidine). Product: N1(N=CN=C1)C=1N=C(C2=C(N1)SC(=C2)C(F)(F)F)NCC2=CC=C(C=C2)F (2-(1,2,4-triazol-1-yl)-6-trifluoromethyl-4-(4-fluorobenzylamino)-thieno-[2,3-d]-pyrimidine). RXN SMILES: [NH:1]1[CH:5]=[N:4][CH:3]=[N:2]1.Cl[C:7]1[N:8]=[C:9]([NH:20][CH2:21][C:22]2[CH:27]=[CH:26][C:25]([F:28])=[CH:24][CH:23]=2)[C:10]2[CH:15]=[C:14]([C:16]([F:19])([F:18])[F:17])[S:13][C:11]=2[N:12]=1>>[N:1]1([C:7]2[N:8]=[C:9]([NH:20][CH2:21][C:22]3[CH:27]=[CH:26][C:25]([F:28])=[CH:24][CH:23]=3)[C:10]3[CH:15]=[C:14]([C:16]([F:17])([F:18])[F:19])[S:13][C:11]=3[N:12]=2)[CH:5]=[N:4][CH:3]=[N:2]1. Procedure details: Following the procedure of Example 97, the reaction of 1,2,4-triazole with 2-chloro-6-trifluoromethyl-4-(4-fluorobenzylamino)-thieno-[2,3-d]-pyrimidine gives 2-(1,2,4-triazol-1-yl)-6-trifluoromethyl-4-(4-fluorobenzylamino)-thieno-[2,3-d]-pyrimidine. The reactants are [C@H]12[C@H](NC[C@@H]2C1)CNC(=O)C1=C(N=C2SC=CN21)C (6-Methyl-imidazo[2,1-b]thiazole-5-carboxylic Acid[(1S,2S,5R)-1-(3-aza-bicyclo[3.1.0]hex-2-yl)methyl]-amide), FC=1C=C(C=CC1)C=1N=C(SC1C(=O)O)C (4-(3-Fluoro-phenyl)-2-methyl-thiazole-5-carboxylic acid). Yields the product FC=1C=C(C=CC1)C=1N=C(SC1C(=O)N1[C@@H]([C@H]2C[C@H]2C1)CNC(=O)C1=C(N=C2SC=CN21)C)C (6-Methyl-imidazo[2,1-b]thiazole-5-carboxylic acid{(1S,2S,5R)-3-[4-(3-fluoro-phenyl)-2-methyl-thiazole-5-carbonyl]-3-aza-bicyclo[3.1.0]hex-2-ylmethyl}-amide). As a reaction SMILES: [C@H:1]12[CH2:6][C@H:5]1[CH2:4][NH:3][C@@H:2]2[CH2:7][NH:8][C:9]([C:11]1[N:18]2[C:14]([S:15][CH:16]=[CH:17]2)=[N:13][C:12]=1[CH3:19])=[O:10].[F:20][C:21]1[CH:22]=[C:23]([C:27]2[N:28]=[C:29]([CH3:35])[S:30][C:31]=2[C:32](O)=[O:33])[CH:24]=[CH:25][CH:26]=1>>[F:20][C:21]1[CH:22]=[C:23]([C:27]2[N:28]=[C:29]([CH3:35])[S:30][C:31]=2[C:32]([N:3]2[CH2:4][C@H:5]3[C@H:1]([CH2:6]3)[C@H:2]2[CH2:7][NH:8][C:9]([C:11]2[N:18]3[C:14]([S:15][CH:16]=[CH:17]3)=[N:13][C:12]=2[CH3:19])=[O:10])=[O:33])[CH:24]=[CH:25][CH:26]=1. Reported procedure: prepared by reaction of 6-Methyl-imidazo[2,1-b]thiazole-5-carboxylic Acid[(1S,2S,5R)-1-(3-aza-bicyclo[3.1.0]hex-2-yl)methyl]-amide with 4-(3-Fluoro-phenyl)-2-methyl-thiazole-5-carboxylic acid.